Dataset: the Open Reaction Database (ORD), a public repository of structured organic reaction records. Task: describe an organic reaction: reactants, conditions, products, and yield Reactants: C(CC)C1=NC2=C(N1CC1=CC=C(C=C1)C=1C(=CC=CC1)C(=O)O)C=C(C=C2C)C=2N=C1N(CCCC1)C2 (4'-[(2-n-propyl-4-methyl-6-(5,6,7,8-tetrahydro-imidazo[1,2-a]pyridin-2-yl)-benzimidazol-1-yl)-methyl]-biphenyl-2-carboxylic acid), ClCCC(C(=O)[O-])(C)C (chloromethylpivalate), CN(C=O)C (dimethylformamide). Product: C(CC)C1=NC2=C(N1CC1=CC=C(C=C1)C1=C(C=CC=C1)C(=O)OCOC(C(C)(C)C)=O)C=C(C=C2C)C=2N=C1N(CCCC1)C2 (4'-[(2-n-Propyl-4-methyl-6-(5,6,7,8-tetrahydro-imidazo[1,2-a]pyridin-2-yl)-benzimidazol-1-yl)-methyl]-2-(pivaloyloxymethyloxycarbonyl)-biphenyl). Reaction SMILES: [CH2:1]([C:4]1[N:8]([CH2:9][C:10]2[CH:15]=[CH:14][C:13]([C:16]3[C:17]([C:22]([OH:24])=[O:23])=[CH:18][CH:19]=[CH:20][CH:21]=3)=[CH:12][CH:11]=2)[C:7]2[CH:25]=[C:26]([C:30]3[N:31]=[C:32]4[CH2:37][CH2:36][CH2:35][CH2:34][N:33]4[CH:38]=3)[CH:27]=[C:28]([CH3:29])[C:6]=2[N:5]=1)[CH2:2][CH3:3].ClC[CH2:41][C:42]([CH3:47])([CH3:46])[C:43]([O-:45])=[O:44].[CH3:48]N(C)C=O>>[CH2:1]([C:4]1[N:8]([CH2:9][C:10]2[CH:15]=[CH:14][C:13]([C:16]3[CH:21]=[CH:20][CH:19]=[CH:18][C:17]=3[C:22]([O:24][CH2:48][O:45][C:43](=[O:44])[C:42]([CH3:47])([CH3:46])[CH3:41])=[O:23])=[CH:12][CH:11]=2)[C:7]2[CH:25]=[C:26]([C:30]3[N:31]=[C:32]4[CH2:37][CH2:36][CH2:35][CH2:34][N:33]4[CH:38]=3)[CH:27]=[C:28]([CH3:29])[C:6]=2[N:5]=1)[CH2:2][CH3:3]. Procedure: Prepared analogously to Example 215 from 4'-[(2-n-propyl-4-methyl-6-(5,6,7,8-tetrahydro-imidazo[1,2-a]pyridin-2-yl)-benzimidazol-1-yl)-methyl]-biphenyl-2-carboxylic acid and chloromethylpivalate in dimethylformamide.